This data is from the Open Reaction Database (ORD), a public repository of structured organic reaction records. The task is: describe an organic reaction: reactants, conditions, products, and yield Reactants: ClC=1C(=C(C(=C2C1C(=O)NC2=O)Cl)Cl)Cl (tetrachlorophthalimide), [N+](=O)([O-])C1=CC=C(C=C1)S (p-nitrothiophenol), C([O-])([O-])=O.[K+].[K+] (potassium carbonate). Run in O1CCCC1 (tetrahydrofuran). Yields the product [N+](=O)([O-])C1=CC=C(C=C1)SC=1C(=C(C(=C2C1C(=O)NC2=O)SC2=CC=C(C=C2)[N+](=O)[O-])SC2=CC=C(C=C2)[N+](=O)[O-])SC2=CC=C(C=C2)[N+](=O)[O-] (Tetrakis-(p-nitrophenylthio)-phthalimide). As a reaction SMILES: Cl[C:2]1[C:3](Cl)=[C:4](Cl)[C:5](Cl)=[C:6]2[C:11](=[O:12])[NH:10][C:8](=[O:9])[C:7]=12.[N+:16]([C:19]1[CH:24]=[CH:23][C:22]([SH:25])=[CH:21][CH:20]=1)([O-:18])=[O:17].C(=O)([O-])[O-].[K+].[K+]>O1CCCC1>[N+:16]([C:19]1[CH:24]=[CH:23][C:22]([S:25][C:2]2[C:3]([S:25][C:22]3[CH:23]=[CH:24][C:19]([N+:16]([O-:18])=[O:17])=[CH:20][CH:21]=3)=[C:4]([S:25][C:22]3[CH:23]=[CH:24][C:19]([N+:16]([O-:18])=[O:17])=[CH:20][CH:21]=3)[C:5]([S:25][C:22]3[CH:23]=[CH:24][C:19]([N+:16]([O-:18])=[O:17])=[CH:20][CH:21]=3)=[C:6]3[C:11](=[O:12])[NH:10][C:8](=[O:9])[C:7]=23)=[CH:21][CH:20]=1)([O-:18])=[O:17] |f:2.3.4|. Procedure: 2 g (7.02 millimols) of tetrachlorophthalimide, 4.36 g (28.08 millimols) of p-nitrothiophenol, 5.82 g (42.12 millimols) of potassium carbonate and 30 ml of tetrahydrofuran are stirred at 25° C. for 14 hours. The mixture is acidified and extracted with tetrahydrofuran/toluene and the extracts are dried and evaporated. The residue is washed with methylene chloride and recrystallised from dioxane/toluene. This yields 3.02 g (57% of theory) of tetrakis-(p-nitrophenylthio)-phthalimide; melting point ...